From a dataset of the Open Reaction Database (ORD), a public repository of structured organic reaction records. describe an organic reaction: reactants, conditions, products, and yield The reactants are N(=NC(=O)OC(C)C)C(=O)OC(C)C (diisopropyl azodicarboxylate), FC=1C=C(C=CC1)C1=C(N=C2N(C1=O)C(=CC=C2)C)C(C)O (3-(3-fluorophenyl)-2-(1-hydroxyethyl)-6-methyl-4H-pyrido[1,2-a]-pyrimidin-4-one), C1(=CC=CC=C1)P(C1=CC=CC=C1)C1=CC=CC=C1 (triphenylphosphine), C1(C=2C(C(N1)=O)=CC=CC2)=O (phthalimide). Solvent: C1CCOC1 (THF). Run at temperature 0 celsius, time 5 hour. The product is FC=1C=C(C=CC1)C1=C(N=C2N(C1=O)C(=CC=C2)C)C(C)N2C(C1=CC=CC=C1C2=O)=O (2-(1-(3-(3-Fluorophenyl)-6-methyl-4-oxo-4H-pyrido[1,2-a]pyrimidin-2-yl)ethyl)isoindoline-1,3-dione). RXN SMILES: [F:1][C:2]1[CH:3]=[C:4]([C:8]2[C:13](=[O:14])[N:12]3[C:15]([CH3:19])=[CH:16][CH:17]=[CH:18][C:11]3=[N:10][C:9]=2[CH:20](O)[CH3:21])[CH:5]=[CH:6][CH:7]=1.C1(P(C2C=CC=CC=2)C2C=CC=CC=2)C=CC=CC=1.[C:42]1(=[O:52])[NH:46][C:45](=[O:47])[C:44]2=[CH:48][CH:49]=[CH:50][CH:51]=[C:43]12.N(C(OC(C)C)=O)=NC(OC(C)C)=O>C1COCC1>[F:1][C:2]1[CH:3]=[C:4]([C:8]2[C:13](=[O:14])[N:12]3[C:15]([CH3:19])=[CH:16][CH:17]=[CH:18][C:11]3=[N:10][C:9]=2[CH:20]([N:46]2[C:42](=[O:52])[C:43]3[C:44](=[CH:48][CH:49]=[CH:50][CH:51]=3)[C:45]2=[O:47])[CH3:21])[CH:5]=[CH:6][CH:7]=1. Reported procedure: A solution of 3-(3-fluorophenyl)-2-(1-hydroxyethyl)-6-methyl-4H-pyrido[1,2-a]-pyrimidin-4-one (0.6500 g, 2.179 mmol), triphenylphosphine (0.6858 g, 2.615 mmol), phthalimide (0.3847 g, 2.615 mmol), and THF (14.53 mL) was stirred at rt for 5 min to dissolve all reactants. The mixture was then cooled to 0° C. and to the cooled homogenous mixture was added dropwise over 3 min to diisopropyl azodicarboxylate (0.5148 mL, 2.615 mmol) at 0° C. The reaction mixture was allowed to warm to rt and stirred a... The reactants are ClCCC1CN(C(O1)=O)C (5-(2-chloroethyl)-3-methyl-2-oxazolidinone), N1(CCNCC1)C1=CC=C(C(=O)N)C=C1 (4-(1-piperazinyl)benzamide). Yields the product CN1C(OC(C1)CCN1CCN(CC1)C1=CC=C(C(=O)N)C=C1)=O (4-[4-[2-(3-methyl-2-oxazolidinon-5-yl)ethyl]-1-piperazinyl]benzamide). RXN SMILES: Cl[CH2:2][CH2:3][CH:4]1[O:8][C:7](=[O:9])[N:6]([CH3:10])[CH2:5]1.[N:11]1([C:17]2[CH:25]=[CH:24][C:20]([C:21]([NH2:23])=[O:22])=[CH:19][CH:18]=2)[CH2:16][CH2:15][NH:14][CH2:13][CH2:12]1>>[CH3:10][N:6]1[CH2:5][CH:4]([CH2:3][CH2:2][N:14]2[CH2:13][CH2:12][N:11]([C:17]3[CH:18]=[CH:19][C:20]([C:21]([NH2:23])=[O:22])=[CH:24][CH:25]=3)[CH2:16][CH2:15]2)[O:8][C:7]1=[O:9]. Procedure: Following the procedure of Example 2, the title compound is prepared from 5-(2-chloroethyl)-3-methyl-2-oxazolidinone and 4-(1-piperazinyl)benzamide. The reactants are [OH-].[Na+] (sodium hydroxide), O(C1=CC=CC=C1)C=1C=C(C=CC1)O (meta-phenoxyphenol), C(Cl)(Cl)Cl (chloroform). Run in C(C)O (ethanol). Conditions: time 2 hour. Product: O(C1=CC=CC=C1)C1=CC=CC2=C1C=C(O2)C(=O)O (4-phenoxy-2-benzofurancarboxylic acid). RXN SMILES: [O:1]([C:8]1[CH:9]=[C:10]([OH:14])[CH:11]=[CH:12][CH:13]=1)[C:2]1[CH:7]=[CH:6][CH:5]=[CH:4][CH:3]=1.[OH-:15].[Na+].C(Cl)(Cl)Cl>C(O)C>[O:1]([C:8]1[C:9]2[CH:4]=[C:3]([C:2]([OH:1])=[O:15])[O:14][C:10]=2[CH:11]=[CH:12][CH:13]=1)[C:2]1[CH:3]=[CH:4][CH:5]=[CH:6][CH:7]=1 |f:1.2|. Procedure details: 14.0 g of meta-phenoxyphenol was dissolved in 700 ml of 95% ethanol. 468 g of sodium hydroxide was then added rapidly. The resulting suspension was heated to 70°-80° C. Then 558.7 g of chloroform was added, at such a rate that gentle reflux was maintained; the addition required 10 hours. The mixture then was stirred for 2 hours at 75°-80° C., held at room temperature overnight and filtered. The solid product was dissolved in 1000 ml of water. The solution was acidified to pH=2 with concentrated ... Reactants: FC1=CC=C(C(=O)N)C=C1 (4-fluorobenzamide), BrC(C(CC(=O)OC)=O)C (methyl 4-bromo-3-oxo-pentanoate). Run in C1(=CC=CC=C1)C (toluene), CCOC(=O)C (EtOAc). Yields the product COC(CC=1N=C(OC1C)C1=CC=C(C=C1)F)=O ([2-(4-fluoro-phenyl)-5-methyl-oxazol-4-yl]-acetic acid methyl ester). Yield: 25.7%. RXN SMILES: [F:1][C:2]1[CH:10]=[CH:9][C:5]([C:6]([NH2:8])=[O:7])=[CH:4][CH:3]=1.Br[CH:12]([CH3:20])[C:13](=O)[CH2:14][C:15]([O:17][CH3:18])=[O:16]>C1(C)C=CC=CC=1.CCOC(C)=O>[CH3:18][O:17][C:15](=[O:16])[CH2:14][C:13]1[N:8]=[C:6]([C:5]2[CH:9]=[CH:10][C:2]([F:1])=[CH:3][CH:4]=2)[O:7][C:12]=1[CH3:20]. Procedure: A solution of 667 mg (4.80 mmol) of 4-fluorobenzamide and 1.0 g (4.80 mmol) of methyl 4-bromo-3-oxo-pentanoate in 6 mL of dry toluene was heated at 120° C. for 16 h. The resulting dark slurry was cooled to RT, diluted with 10 mL of EtOAc, and washed with NaHCO3 (1×10 mL). The organic layer was separated, dried (MgSO4), and the solvents removed in vacuo. Purification of the material by silica gel flash column chromatography using hexane/EtOAc 4/1 as eluent to afford 308 mg of the title compound a... The reactants are organolithium, BrC1=C(C(=O)OC)C=C(C=C1)[N+](=O)[O-] (methyl 2-bromo-5-nitrobenzoate), IC1=C(C(=O)OC)C=C(C=C1)[N+](=O)[O-] (methyl 2-iodo-5-nitrobenzoate), [N+](=O)([O-])C=1C=CC(=C(C(=O)OC)C1)OS(=O)(=O)C(F)(F)F (methyl 5-nitro-2-{[(trifluoromethyl)sulfonyl]oxy}benzoate), BrC1=C(C=CC=C1OC)OC (2-bromo-1,3-dimethoxybenzene), IC1=C(C=CC=C1OC)OC (2-iodo-1,3-dimethoxybenzene), COC1=CC(=CC=C1)OC (1,3-dimethoxybenzene), organolithium, C(C)(C)OC(C)=O (isopropylacetate). The reagents and catalysts are transition metal, [Cl-].[Cl-].[Zn+2] (ZnCl2), [Cl-].[Cl-].[Zn+2] (ZnCl2), transition metal. Reaction conditions: time 2 hour. Yields the product COC1=C(C(=CC=C1)OC)C=1C(=CC(=CC1)[N+](=O)[O-])C(=O)OC (methyl 2′,6′-dimethoxy-4-nitro-1,1′-biphenyl-2-carboxylate). As a reaction SMILES: Br[C:2]1[C:7]([O:8][CH3:9])=[CH:6][CH:5]=[CH:4][C:3]=1[O:10][CH3:11].IC1C(OC)=CC=CC=1OC.COC1C=CC=C(OC)C=1.Br[C:34]1[CH:43]=[CH:42][C:41]([N+:44]([O-:46])=[O:45])=[CH:40][C:35]=1[C:36]([O:38][CH3:39])=[O:37].IC1C=CC([N+]([O-])=O)=CC=1C(OC)=O.[N+](C1C=CC(OS(C(F)(F)F)(=O)=O)=C(C=1)C(OC)=O)([O-])=O.C(OC(=O)C)(C)C>[Cl-].[Cl-].[Zn+2]>[CH3:11][O:10][C:3]1[CH:4]=[CH:5][CH:6]=[C:7]([O:8][CH3:9])[C:2]=1[C:34]1[C:35]([C:36]([O:38][CH3:39])=[O:37])=[CH:40][C:41]([N+:44]([O-:46])=[O:45])=[CH:42][CH:43]=1 |f:7.8.9|. Reported procedure: The process comprising treating 2-bromo-1,3-dimethoxybenzene, 2-iodo-1,3-dimethoxybenzene or 1,3-dimethoxybenzene with an organolithium reagent in a first solvent at a temperature of about −5° C. to about 15° C., preferably about 0° C. to about 5° C., after complete addition of the organolithium reagent, the temperature is allowed to warm to ambient temperature and the reaction mixture is stirred for about 1 to 4 hours, preferably about 2 hours, recooling the reaction mixture to about 0° C. and ... Reactants: C1CCOC1, COC(=O)c1cccc(-c2nc3c(C4SC(c5ccc(F)c(F)c5)=NN4C(=O)c4c(F)cc(F)cc4F)cccc3o2)c1, CO, Cl, [Li+], [OH-]. The product is O=C(O)c1cccc(-c2nc3c(C4SC(c5ccc(F)c(F)c5)=NN4C(=O)c4c(F)cc(F)cc4F)cccc3o2)c1. RXN SMILES: [CH2:47]1[O:48][CH2:49][CH2:50][CH2:51]1.[CH3:1][O:2][C:3]([c:4]1[cH:5][c:6](-[c:10]2[o:11][c:12]3[c:13]([n:14]2)[c:15]([CH:19]2[S:20][C:21]([c:35]4[cH:36][c:37]([F:42])[c:38]([F:41])[cH:39][cH:40]4)=[N:22][N:23]2[C:24]([c:25]2[c:26]([F:33])[cH:27][c:28]([F:32])[cH:29][c:30]2[F:31])=[O:34])[cH:16][cH:17][cH:18]3)[cH:7][cH:8][cH:9]1)=[O:43].[CH3:52][OH:53].[ClH:46].[Li+:45].[OH-:44]>>[O:2]=[C:3]([c:4]1[cH:5][c:6](-[c:10]2[o:11][c:12]3[c:13]([n:14]2)[c:15]([CH:19]2[S:20][C:21]([c:35]4[cH:36][c:37]([F:42])[c:38]([F:41])[cH:39][cH:40]4)=[N:22][N:23]2[C:24]([c:25]2[c:26]([F:33])[cH:27][c:28]([F:32])[cH:29][c:30]2[F:31])=[O:34])[cH:16][cH:17][cH:18]3)[cH:7][cH:8][cH:9]1)[OH:43]. The reactants are CC(C)(C)CNCC(C)(C)n1cnc([N+](=O)[O-])c1, O=CO. Product: CN(CC(C)(C)C)CC(C)(C)n1cnc([N+](=O)[O-])c1. Reaction SMILES: [CH3:1][C:2]([CH2:3][NH:4][CH2:5][C:6]([CH3:7])([n:8]1[cH:9][n:10][c:11]([N+:13](=[O:14])[O-:15])[cH:12]1)[CH3:16])([CH3:17])[CH3:18].[CH:19]([OH:20])=[O:21]>>[CH3:1][C:2]([CH2:3][N:4]([CH2:5][C:6]([CH3:7])([n:8]1[cH:9][n:10][c:11]([N+:13](=[O:14])[O-:15])[cH:12]1)[CH3:16])[CH3:19])([CH3:17])[CH3:18].